describe an organic reaction: reactants, conditions, products, and yield From a dataset of the Open Reaction Database (ORD), a public repository of structured organic reaction records. The reactants are BrC=1C=C(C=CC1)N1C2=C(C=3C=C(C=CC13)C)CN(CC2)C (5-(3-bromophenyl)-2,8-dimethyl-2,3,4,5-tetrahydro-1H-pyrido[4,3-b]indole), S1C2=C(C=C1B(O)O)C=CC=C2 (benzo[b]thien-2-ylboronic acid), C(=O)([O-])[O-].[K+].[K+] (K2CO3), O (water). Reagents/catalysts: C=1C=CC(=CC1)[P](C=2C=CC=CC2)(C=3C=CC=CC3)[Pd]([P](C=4C=CC=CC4)(C=5C=CC=CC5)C=6C=CC=CC6)([P](C=7C=CC=CC7)(C=8C=CC=CC8)C=9C=CC=CC9)[P](C=1C=CC=CC1)(C=1C=CC=CC1)C=1C=CC=CC1 (Pd(PPh3)4). The solvent is COCCOC (DME). Conditions: temperature 90 celsius, time 45 minute. Yields the product S1C2=C(C=C1C=1C=C(C=CC1)N1C3=C(C=4C=C(C=CC14)C)CN(CC3)C)C=CC=C2 (5-(3-(benzo[b]thiophen-2-yl)phenyl)-2,8-dimethyl-2,3,4,5-tetrahydro-1H-pyrido[4,3-b]indole). RXN SMILES: Br[C:2]1[CH:3]=[C:4]([N:8]2[C:16]3[CH:15]=[CH:14][C:13]([CH3:17])=[CH:12][C:11]=3[C:10]3[CH2:18][N:19]([CH3:22])[CH2:20][CH2:21][C:9]2=3)[CH:5]=[CH:6][CH:7]=1.[S:23]1[C:27](B(O)O)=[CH:26][C:25]2[CH:31]=[CH:32][CH:33]=[CH:34][C:24]1=2.C([O-])([O-])=O.[K+].[K+].O>COCCOC.C1C=CC([P]([Pd]([P](C2C=CC=CC=2)(C2C=CC=CC=2)C2C=CC=CC=2)([P](C2C=CC=CC=2)(C2C=CC=CC=2)C2C=CC=CC=2)[P](C2C=CC=CC=2)(C2C=CC=CC=2)C2C=CC=CC=2)(C2C=CC=CC=2)C2C=CC=CC=2)=CC=1>[S:23]1[C:27]([C:2]2[CH:3]=[C:4]([N:8]3[C:16]4[CH:15]=[CH:14][C:13]([CH3:17])=[CH:12][C:11]=4[C:10]4[CH2:18][N:19]([CH3:22])[CH2:20][CH2:21][C:9]3=4)[CH:5]=[CH:6][CH:7]=2)=[CH:26][C:25]2[CH:31]=[CH:32][CH:33]=[CH:34][C:24]1=2 |f:2.3.4,^1:51,53,72,91|. Reported procedure: To a de-aerated solution of 5-(3-bromophenyl)-2,8-dimethyl-2,3,4,5-tetrahydro-1H-pyrido[4,3-b]indole (100 mg, 0.281 mmol), benzo[b]thien-2-ylboronic acid (100 mg, 0.557 mmol) and K2CO3 (116 mg, 0.845 mmol) in DME (4 mL)-water (2 mL) was added Pd(PPh3)4 (16 mg, 0.013 mmol). The reaction mixture was stirred at 90° C. for 45 min. The reaction mixture was concentrated under reduced pressure. The residue was dissolved in EtOAc (50 mL) and washed with water (20 mL). The organic layer was dried over an... Starting materials: ClC1=CC=C(C=O)C=C1 (4-chlorobenzaldehyde), ClC1=CC=C(C=O)C=C1 (4-chlorobenzaldehyde), C1(=CC=CC=C1)CC(=O)O (phenylacetic acid), C(C)(=O)OC(C)=O (acetic anhydride). Run in C(C)N(CC)CC (triethylamine). Yields the product C1(=CC=CC=C1)C(C(=O)O)=CC1=CC=C(C=C1)Cl (α-phenyl-4-chlorocinnamic acid). As a reaction SMILES: [Cl:1][C:2]1[CH:9]=[CH:8][C:5]([CH:6]=O)=[CH:4][CH:3]=1.[C:10]1([CH2:16][C:17]([OH:19])=[O:18])[CH:15]=[CH:14][CH:13]=[CH:12][CH:11]=1.C(OC(=O)C)(=O)C>C(N(CC)CC)C>[C:10]1([C:16](=[CH:6][C:5]2[CH:8]=[CH:9][C:2]([Cl:1])=[CH:3][CH:4]=2)[C:17]([OH:19])=[O:18])[CH:15]=[CH:14][CH:13]=[CH:12][CH:11]=1. Reported procedure: A mixture of 56.2 g 4-chlorobenzaldehyde, 54.4 g phenylacetic acid, 80 ml acetic anhydride and 40 ml triethylamine was refluxed for 5 hours. Unreacted 4-chlorobenzaldehyde was removed by steam distillation and the residue dissolved in aqueous alcohol and treated with decolourising carbon. Crystals of α-phenyl-4-chlorocinnamic acid were obtained on acidification of the solution. The product was recrystallised from alcohol and found to have a melting point of 202°-4° C. The chlorosulphonyl derivat... The reactants are [Al+3], CCOC(=O)c1cn(Cc2ccc(OCc3ccccc3)cc2)nc1-c1ccccc1, [H-], [H-], [H-], [H-], [Li+], C1CCOC1, O. The product is OCc1cn(Cc2ccc(OCc3ccccc3)cc2)nc1-c1ccccc1. As a reaction SMILES: [Al+3:2].[CH2:7]([c:8]1[cH:9][cH:10][cH:11][cH:12][cH:13]1)[O:14][c:15]1[cH:16][cH:17][c:18]([CH2:19][n:20]2[n:21][c:22](-[c:30]3[cH:31][cH:32][cH:33][cH:34][cH:35]3)[c:23]([C:25](=[O:26])[O:27][CH2:28][CH3:29])[cH:24]2)[cH:36][cH:37]1.[H-:1].[H-:4].[H-:5].[H-:6].[Li+:3].[O:39]1[CH2:40][CH2:41][CH2:42][CH2:43]1.[OH2:38]>>[CH2:7]([c:8]1[cH:9][cH:10][cH:11][cH:12][cH:13]1)[O:14][c:15]1[cH:16][cH:17][c:18]([CH2:19][n:20]2[n:21][c:22](-[c:30]3[cH:31][cH:32][cH:33][cH:34][cH:35]3)[c:23]([CH2:25][OH:26])[cH:24]2)[cH:36][cH:37]1.